From a dataset of the Open Reaction Database (ORD), a public repository of structured organic reaction records. describe an organic reaction: reactants, conditions, products, and yield The reactants are C1=CC=CC=C1 (Benzene), N1C=NC=C1 (Imidazole), [Si](C)(C)(C(C)(C)C)Cl (tert-butyldimethylsilyl chloride), OCC1CCCC(N1)=O (racemic 6-hydroxymethyl-piperidin-2-one), CN(C)C=O (DMF). Solvent: CCOC(=O)C (EtOAc). Conditions: time 17 hour. Product: C(C)(C)(C)[SiH2]OC(C1CCCC(N1)=O)(C)C (6-(tert-butyl-dimethyl-silanyloxymethyl)-piperidin-2-one). Isolated yield 88.0%. As a reaction SMILES: N1C=CN=[CH:2]1.[Si:6](Cl)([C:9]([CH3:12])([CH3:11])[CH3:10])(C)C.OCC1N[C:20](=[O:22])[CH2:19]CC1.[CH:23]1[CH:28]=CC=C[CH:24]=1.[CH3:29][N:30]([CH:32]=[O:33])C>CCOC(C)=O>[C:9]([SiH2:6][O:22][C:20]([CH3:19])([CH3:2])[CH:29]1[NH:30][C:32](=[O:33])[CH2:28][CH2:23][CH2:24]1)([CH3:12])([CH3:11])[CH3:10]. Procedure details: Imidazole (1.16 g, 17.0 mmol) and tert-butyldimethylsilyl chloride (1.18 g, 7.85 mmol) were added sequentially to a solution of racemic 6-hydroxymethyl-piperidin-2-one (prepared from racemic α-aminoadipic acid according to Huang, et al., Synth. Commun. 1989, 19, 3485–3496, 921 mg, 7.14 mmol) in DMF (10 mL) at 0° C. The reaction mixture was allowed to warm to rt and was stirred at rt for 17 h. Benzene and EtOAc (3:7, 200 mL) was added and the solution was washed with brine (3×50 mL). The organic ... The reactants are FC1=C(C(=O)Cl)C=CC=C1 (2-fluorobenzoylchloride), Cl.NCC#N (Aminoacetonitrile hydrochloride), C([O-])([O-])=O.[Na+].[Na+] (sodium carbonate). Run in O (water), O (water). Conditions: time 8 hour. Yields the product FC1=C(C(=O)C(C#N)N)C=CC=C1 (2-Fluorobenzoyl-aminoacetonitrile). As a reaction SMILES: Cl.[NH2:2][CH2:3][C:4]#[N:5].[F:6][C:7]1[CH:15]=[CH:14][CH:13]=[CH:12][C:8]=1[C:9](Cl)=[O:10].C(=O)([O-])[O-].[Na+].[Na+]>O>[F:6][C:7]1[CH:15]=[CH:14][CH:13]=[CH:12][C:8]=1[C:9]([CH:3]([NH2:2])[C:4]#[N:5])=[O:10] |f:0.1,3.4.5|. Reported procedure: 14.8 g Aminoacetonitrile hydrochloride was dissolved in 80 ml water. The solution was stirred while 25.37 g 2-fluorobenzoylchloride and a solution of 21.2 g sodium carbonate in 120 ml water were dropped simultaneously from two dropping funnels into it. The mixture was stirred overnight. The precipitate was filtered by suction and recrystallised from methanol plus water, filtered and dried. Starting materials: C#CC(CCc1sc2ccccc2c1Cl)O[Si](C)(C)C(C)(C)C, O=C([O-])O, ClCCl, O=C1CCC(=O)N1I, [Na+]. Yields the product CC(C)(C)[Si](C)(C)OC(C=CI)CCc1sc2ccccc2c1Cl. Reaction SMILES: [C:1]([CH3:2])([CH3:3])([CH3:4])[Si:5]([CH3:6])([CH3:7])[O:8][CH:9]([C:10]#[CH:11])[CH2:12][CH2:13][c:14]1[c:15]([Cl:23])[c:16]2[c:17]([s:18]1)[cH:19][cH:20][cH:21][cH:22]2.[C:32](=[O:33])([OH:34])[O-:35].[Cl:37][CH2:38][Cl:39].[I:24][N:25]1[C:26](=[O:27])[CH2:28][CH2:29][C:30]1=[O:31].[Na+:36]>>[C:1]([CH3:2])([CH3:3])([CH3:4])[Si:5]([CH3:6])([CH3:7])[O:8][CH:9]([CH:10]=[CH:11][I:24])[CH2:12][CH2:13][c:14]1[c:15]([Cl:23])[c:16]2[c:17]([s:18]1)[cH:19][cH:20][cH:21][cH:22]2. The reactants are ClC1=CC=C(C=C1)C=1N=C2N(C=CC=C2)C1CN1C(C=C(C1)OC)=O (1-((2-(4-chlorophenyl)imidazo[1,2-a]pyridin-3-yl)methyl)-4-methoxy-1H-pyrrol-2(5H)-one). Reagents/catalysts: Cl (HCl). Solvent: CCOC(=O)C (EtOAc), CN(CCN)C (N,N-dimethylethane-1,2-diamine). Reaction conditions: temperature 140 celsius. Product: ClC1=CC=C(C=C1)C=1N=C2N(C=CC=C2)C1CN1C(C=C(C1)NCCN(C)C)=O (1-((2-(4-chlorophenyl)imidazo[1,2-a]pyridin-3-yl)methyl)-4-(2-(dimethylamino)ethylamino)-1H-pyrrol-2(5H)-one). RXN SMILES: [Cl:1][C:2]1[CH:7]=[CH:6][C:5]([C:8]2[N:9]=[C:10]3[CH:15]=[CH:14][CH:13]=[CH:12][N:11]3[C:16]=2[CH2:17][N:18]2[CH2:22][C:21](OC)=[CH:20][C:19]2=[O:25])=[CH:4][CH:3]=1>CN(C)CCN.Cl.CCOC(C)=O>[Cl:1][C:2]1[CH:7]=[CH:6][C:5]([C:8]2[N:9]=[C:10]3[CH:15]=[CH:14][CH:13]=[CH:12][N:11]3[C:16]=2[CH2:17][N:18]2[CH2:22][C:21]([NH:9][CH2:8][CH2:16][N:11]([CH3:12])[CH3:10])=[CH:20][C:19]2=[O:25])=[CH:4][CH:3]=1. Procedure details: To a mixture of 100 mg of 1-((2-(4-chlorophenyl)imidazo[1,2-a]pyridin-3-yl)methyl)-4-methoxy-1H-pyrrol-2(5H)-one (0.251 mmol, 1 eq) in 1 mL of N,N-dimethylethane-1,2-diamine in a sealed tube, one drop of HCl was added. The solution was heated at 140° C., O/N. The mixture was then diluted with EtOAc, washed with an excess of NaHCO3 (aq, sat), dried on MgSO4, filtered and concentrated. The crude was purified on silica gel chromatography (MeOH:NH4OH (95:5)/EtOAc, 0 to 15%). The product was then was... Starting materials: CCS(=O)(=O)CCOc1cc(C)c(-c2cccc3c2CCC3N(c2ccc(CCC(=O)O)c(F)c2)S(=O)(=O)c2ccccc2[N+](=O)[O-])c(C)c1, CN(C)C=O, Cl, [Li+], [OH-], O, O, O=C(O)CS. Product: CCS(=O)(=O)CCOc1cc(C)c(-c2cccc3c2CCC3Nc2ccc(CCC(=O)O)c(F)c2)c(C)c1, Cl. Reaction SMILES: [CH2:1]([CH3:2])[S:3](=[O:4])(=[O:5])[CH2:6][CH2:7][O:8][c:9]1[cH:10][c:11]([CH3:50])[c:12](-[c:16]2[c:17]3[c:21]([cH:22][cH:23][cH:24]2)[CH:20]([N:25]([c:26]2[cH:27][c:28]([F:37])[c:29]([CH2:32][CH2:33][C:34](=[O:35])[OH:36])[cH:30][cH:31]2)[S:38]([c:39]2[cH:40][cH:41][cH:42][cH:43][c:44]2[N+:45]([O-:46])=[O:47])(=[O:48])=[O:49])[CH2:19][CH2:18]3)[c:13]([CH3:15])[cH:14]1.[CH3:60][N:61]([CH3:62])[CH:63]=[O:64].[ClH:59].[Li+:58].[OH-:57].[OH2:56].[OH2:65].[SH:51][CH2:52][C:53]([OH:54])=[O:55]>>[CH2:1]([CH3:2])[S:3](=[O:4])(=[O:5])[CH2:6][CH2:7][O:8][c:9]1[cH:10][c:11]([CH3:50])[c:12](-[c:16]2[c:17]3[c:21]([cH:22][cH:23][cH:24]2)[CH:20]([NH:25][c:26]2[cH:27][c:28]([F:37])[c:29]([CH2:32][CH2:33][C:34](=[O:35])[OH:36])[cH:30][cH:31]2)[CH2:19][CH2:18]3)[c:13]([CH3:15])[cH:14]1.[ClH:59]. The reactants are ClC=1C=C(C=CC1)B(O)O (3-Chlorophenylboronic acid), FC=1C=C(C=C(C1NS(=O)(=O)C)F)C(C)NC(=O)C=1N=C(OC1)Cl (2-chloro-oxazole-4-carboxylic acid [1-(3,5-difluoro-4-methanesulfonylamino-phenyl)-ethyl]-amide), C(=O)([O-])[O-].[Cs+].[Cs+] (Cs2CO3). Reagents/catalysts: Cl[Pd]([P](C1=CC=CC=C1)(C2=CC=CC=C2)C3=CC=CC=C3)([P](C4=CC=CC=C4)(C5=CC=CC=C5)C6=CC=CC=C6)Cl (Pd(PPh3)2Cl2). The product is FC=1C=C(C=C(C1NS(=O)(=O)C)F)C(C)NC(=O)C=1N=C(OC1)C1=CC(=CC=C1)Cl (2-(3-Chloro-phenyl)-oxazole-4-carboxylic acid [1-(3,5-difluoro-4-methanesulfonylamino-phenyl)-ethyl]-amide). The yield is 33.7%. RXN SMILES: [Cl:1][C:2]1[CH:3]=[C:4](B(O)O)[CH:5]=[CH:6][CH:7]=1.[F:11][C:12]1[CH:13]=[C:14]([CH:24]([NH:26][C:27]([C:29]2[N:30]=[C:31](Cl)[O:32][CH:33]=2)=[O:28])[CH3:25])[CH:15]=[C:16]([F:23])[C:17]=1[NH:18][S:19]([CH3:22])(=[O:21])=[O:20].C([O-])([O-])=O.[Cs+].[Cs+]>Cl[Pd](Cl)([P](C1C=CC=CC=1)(C1C=CC=CC=1)C1C=CC=CC=1)[P](C1C=CC=CC=1)(C1C=CC=CC=1)C1C=CC=CC=1>[F:23][C:16]1[CH:15]=[C:14]([CH:24]([NH:26][C:27]([C:29]2[N:30]=[C:31]([C:4]3[CH:5]=[CH:6][CH:7]=[C:2]([Cl:1])[CH:3]=3)[O:32][CH:33]=2)=[O:28])[CH3:25])[CH:13]=[C:12]([F:11])[C:17]=1[NH:18][S:19]([CH3:22])(=[O:21])=[O:20] |f:2.3.4,^1:43,62|. Procedure: 3-Chlorophenylboronic acid (40.7 mg, 0.26 mmol) and 2-chloro-oxazole-4-carboxylic acid [1-(3,5-difluoro-4-methanesulfonylamino-phenyl)-ethyl]-amide (50 mg, 0.13 mmol) was reacted using Pd(PPh3)2Cl2 (7 mg, 0.01 mmol), Cs2CO3 (127 mg, 0.39 mmol) as described above to give the title compound (20 mg, 34%) after purification by flash chromatography on silica gel (hexane: EtOAc=1:1). 1H NMR (300 MHz, CDCl3): δ8.31 (s, 1H), 8.05 (s, 1H), 7.93 (d, 1H, J=7.2 Hz), 7.45 (m, 2H), 7.29 (bs, 1H), 7.01 (d, 2H,... The reactants are CC1(C)OC(CCBr)OC1(C)C, CC=CCCCN, [Na+], [OH-], O. Yields the product CC=CCCCNCCC1OC(C)(C)C(C)(C)O1. RXN SMILES: [Br:1][CH2:2][CH2:3][CH:4]1[O:5][C:6]([CH3:11])([CH3:12])[C:7]([CH3:9])([CH3:10])[O:8]1.[CH2:13]([CH2:14][CH2:15][CH:16]=[CH:17][CH3:18])[NH2:19].[Na+:21].[OH-:20].[OH2:22]>>[CH2:2]([CH2:3][CH:4]1[O:5][C:6]([CH3:11])([CH3:12])[C:7]([CH3:9])([CH3:10])[O:8]1)[NH:19][CH2:13][CH2:14][CH2:15][CH:16]=[CH:17][CH3:18].